Dataset: the Open Reaction Database (ORD), a public repository of structured organic reaction records. Task: describe an organic reaction: reactants, conditions, products, and yield Reactants: [Al+3], COc1ccc(CCC(=O)Cl)cc1Br, [Cl-], [Cl-], [Cl-], ClCCl, O. Product: COc1cc2c(cc1Br)CCC2=O. RXN SMILES: [Al+3:16].[Br:1][c:2]1[cH:3][c:4]([CH2:10][CH2:11][C:12](=[O:13])[Cl:14])[cH:5][cH:6][c:7]1[O:8][CH3:9].[Cl-:15].[Cl-:17].[Cl-:18].[Cl:20][CH2:21][Cl:22].[OH2:19]>>[Br:1][c:2]1[cH:3][c:4]2[c:5]([cH:6][c:7]1[O:8][CH3:9])[C:12](=[O:13])[CH2:11][CH2:10]2. Starting materials: N(=NC(=O)OC(C)C)C(=O)OC(C)C (diisopropyl azodicarboxylate), [Si](C)(C)(C(C)(C)C)OC1=CC(=C(C(=C1)C)C1=CC(=CC=C1)CO)C ((4′-((tert-butyldimethylsilyl)oxy)-2′,6′-dimethylbiphenyl-3-yl)methanol), OC1=CC2=C([C@@H](CO2)CC(=O)OC)C=C1 (methyl (S)-2-(6-hydroxyl-2,3-dihydrobenzofuran-3-yl)acetate), C1(=CC=CC=C1)P(C1=CC=CC=C1)C1=CC=CC=C1 (triphenylphosphine). Run in ClCCl (dichloromethane). Reaction conditions: temperature 0 celsius, time 4 hour. The product is [Si](C)(C)(C(C)(C)C)OC1=CC(=C(C(=C1)C)C1=CC(=CC=C1)COC1=CC2=C([C@@H](CO2)CC(=O)OC)C=C1)C ((S)-methyl 2-(6-((4′-((tert-butyldimethylsilyl)oxy)-2′,6′-dimethylbiphenyl-3-yl)methoxy)-2,3-dihydrobenzofuran-3-yl)acetate). Isolated yield 177.6%. As a reaction SMILES: [Si:1]([O:8][C:9]1[CH:14]=[C:13]([CH3:15])[C:12]([C:16]2[CH:21]=[CH:20][CH:19]=[C:18]([CH2:22][OH:23])[CH:17]=2)=[C:11]([CH3:24])[CH:10]=1)([C:4]([CH3:7])([CH3:6])[CH3:5])([CH3:3])[CH3:2].O[C:26]1[CH:39]=[CH:38][C:29]2[C@H:30]([CH2:33][C:34]([O:36][CH3:37])=[O:35])[CH2:31][O:32][C:28]=2[CH:27]=1.C1(P(C2C=CC=CC=2)C2C=CC=CC=2)C=CC=CC=1.N(C(OC(C)C)=O)=NC(OC(C)C)=O>ClCCl>[Si:1]([O:8][C:9]1[CH:14]=[C:13]([CH3:15])[C:12]([C:16]2[CH:21]=[CH:20][CH:19]=[C:18]([CH2:22][O:23][C:26]3[CH:39]=[CH:38][C:29]4[C@H:30]([CH2:33][C:34]([O:36][CH3:37])=[O:35])[CH2:31][O:32][C:28]=4[CH:27]=3)[CH:17]=2)=[C:11]([CH3:24])[CH:10]=1)([C:4]([CH3:6])([CH3:5])[CH3:7])([CH3:3])[CH3:2]. Reported procedure: (4′-((tert-Butyldimethylsilyl)oxy)-2′,6′-dimethylbiphenyl-3-yl)methanol 3f (1.19 g, 3.48 mmol), methyl (S)-2-(6-hydroxyl-2,3-dihydrobenzofuran-3-yl)acetate (660 mg, 3.17 mmol) and triphenylphosphine (1.34 g, 4.75 mmol) were dissolved in 10 mL of dichloromethane. The reaction solution was cooled down to 0° C., followed by addition of diisopropyl azodicarboxylate (960 mg, 4.75 mmol), then warmed up to room temperature and stirred for 4 hours. The resulting solution was concentrated under reduced p... The reactants are N (Ammonia), ClC1=NC=NC(=C1C(=O)NCCCN1CCOCC1)Cl (4,6-Dichloro-N-(3-morpholinopropyl)pyrimidine-5-carboxamide), Cl (HCl). Solvent: O1CCOCC1 (dioxane). Reaction conditions: temperature 0 celsius, time 4 hour. Yields the product NC1=NC=NC(=C1C(=O)NCCCN1CCOCC1)Cl (4-Amino-6-chloro-N-(3-morpholinopropyl)pyrimidine-5-carboxamide). The yield is 34.0%. RXN SMILES: [Cl:1][C:2]1[C:7]([C:8]([NH:10][CH2:11][CH2:12][CH2:13][N:14]2[CH2:19][CH2:18][O:17][CH2:16][CH2:15]2)=[O:9])=[C:6](Cl)[N:5]=[CH:4][N:3]=1.[NH3:21].Cl>O1CCOCC1>[NH2:21][C:6]1[C:7]([C:8]([NH:10][CH2:11][CH2:12][CH2:13][N:14]2[CH2:19][CH2:18][O:17][CH2:16][CH2:15]2)=[O:9])=[C:2]([Cl:1])[N:3]=[CH:4][N:5]=1. Procedure details: 4,6-Dichloro-N-(3-morpholinopropyl)pyrimidine-5-carboxamide (1.13 g, 3.08 mmol) was dissolved in dioxane (10 ml) and cooled in an ice bath. Ammonia solution (2.2 ml, 7N in MeOH) was added dropwise and the mixture was stirred at 0° C. for 15 min and 4 h at room temperature. After dilution with ethyl acetate, this organic phase was washed with water and brine, dried over magnesium sulphate, filtered and the solvents evaporated under reduced pressure, to yield an oil which was rejected. The aqueous... The reactants are OCCNC(C)=O (N-(2-hydroxyethyl)-acetamide), ClC1=CC(=NC2=CC=C(C=C12)OC(F)(F)F)N1CCS(C2=C(C1)C=CC=C2)(=O)=O (4-(4-Chloro-6-(trifluoromethoxy)quinolin-2-yl)-2,3,4,5-tetrahydro-1,4-benzothiazepine 1,1-dioxide), CC(C)([O-])C.[Na+] (sodium tert-butoxide). The reagents and catalysts are [Pd](Cl)Cl.C1(=CC=CC=C1)P([C-]1C=CC=C1)C1=CC=CC=C1.[C-]1(C=CC=C1)P(C1=CC=CC=C1)C1=CC=CC=C1.[Fe+2] (1,1′-bis(diphenylphosphino)ferrocene-palladium(II)dichloride), C1(=CC=CC=C1)P([C-]1C=CC=C1)C1=CC=CC=C1.[C-]1(C=CC=C1)P(C1=CC=CC=C1)C1=CC=CC=C1.[Fe+2] (1,1′-bis(diphenylphosphino)ferrocene). The solvent is O1CCOCC1 (1,4-dioxane). Run at temperature 130 celsius, time 1 hour. Product: O=S1(CCN(CC2=C1C=CC=C2)C2=NC1=CC=C(C=C1C(=C2)OCCNC(C)=O)C)=O (N-(2-{[2-(1,1-Dioxido-2,3-dihydro-1,4-benzothiazepin-4(5H)-yl)-6-methylquinolin-4-yl]oxy}ethyl)acetamide). Isolated yield 1.9%. Reaction SMILES: [OH:1][CH2:2][CH2:3][NH:4][C:5](=[O:7])[CH3:6].Cl[C:9]1[C:18]2[C:13](=[CH:14][CH:15]=[C:16](OC(F)(F)F)[CH:17]=2)[N:12]=[C:11]([N:24]2[CH2:30][C:29]3[CH:31]=[CH:32][CH:33]=[CH:34][C:28]=3[S:27](=[O:36])(=[O:35])[CH2:26][CH2:25]2)[CH:10]=1.[CH3:37]C(C)([O-])C.[Na+]>O1CCOCC1.[Pd](Cl)Cl.C1(P(C2C=CC=CC=2)[C-]2C=CC=C2)C=CC=CC=1.[C-]1(P(C2C=CC=CC=2)C2C=CC=CC=2)C=CC=C1.[Fe+2].C1(P(C2C=CC=CC=2)[C-]2C=CC=C2)C=CC=CC=1.[C-]1(P(C2C=CC=CC=2)C2C=CC=CC=2)C=CC=C1.[Fe+2]>[O:35]=[S:27]1(=[O:36])[C:28]2[CH:34]=[CH:33][CH:32]=[CH:31][C:29]=2[CH2:30][N:24]([C:11]2[CH:10]=[C:9]([O:1][CH2:2][CH2:3][NH:4][C:5](=[O:7])[CH3:6])[C:18]3[C:13](=[CH:14][CH:15]=[C:16]([CH3:37])[CH:17]=3)[N:12]=2)[CH2:25][CH2:26]1 |f:2.3,5.6.7.8,9.10.11|. Procedure details: A mixture of N-(2-hydroxyethyl)-acetamide (247 mg, 2.4 mmol), 4-(4-bromo-6-methylquinolin-2-yl)-2,3,4,5-tetrahydro-1,4-benzothiazepine 1,1-dioxide (1000 mg, 2.4 mmol, prepared in analogy to 4-(4-chloro-6-(trifluoromethoxy)quinolin-2-yl)-2,3,4,5-tetrahydro-1,4-benzothiazepine 1,1-dioxide in Example 17-1), 1,1′-bis(diphenylphosphino)ferrocene-palladium(II)dichloride (190.4 mg, 0.24 mmol), 1,1′-bis(diphenylphosphino)ferrocene (129.3 mg, 0.24 mmol) and sodium tert-butoxide (460.8 mg, 4.8 mmol) in 1,...